From a dataset of the Open Reaction Database (ORD), a public repository of structured organic reaction records. describe an organic reaction: reactants, conditions, products, and yield Yield: 91.1%. Reactants: C(=O)(OC)C[C@H]1NC2=C(CN(C1=O)C)C=C(C=C2)C(=O)O ((2R)-2-[(carbomethoxy)methyl]-4-methyl-3-oxo-2,3,4,5-tetrahydro-1H-1,4-benzodiazepine-7-carboxylic acid), CN1C(=CC2=CC=CC=C12)CNC (1-methyl-2-(methylaminomethyl)indole), C=1C=CC2=C(C1)N=NN2O (HOBt), CCN(C(C)C)C(C)C (i-Pr2NEt), C(CCl)Cl (EDC). The solvent is O (H2O), CN(C)C=O (DMF). The product is C(=O)(OC)C[C@H]1NC2=C(CN(C1=O)C)C=C(C=C2)C(=O)N(CC=2N(C1=CC=CC=C1C2)C)C ((2R)-2-[(Carbomethoxy)methyl]-N,4-dimethyl-N-[(1-methyl-1H-indol-2-yl)methyl]-3-oxo-2,3,4,5-tetrahydro-1H-1,4benzodiazepine-7-carboxamide). Procedure details: To a solution of (2R)-2-[(carbomethoxy)methyl]-4-methyl-3-oxo-2,3,4,5-tetrahydro-1H-1,4-benzodiazepine-7-carboxylic acid (0.4 g, 1.37 mmole) in dry DMF (10 mL) at RT was added 1-methyl-2-(methylaminomethyl)indole (0.26 g, 1.50 mmole), HOBt (0.20 g, 1.50 mmole), i-Pr2NEt (0.19 g, 1.50 mmole) and EDC (0.29 g, 1.50 mmole). After 18 hr the reaction solution was diluted with H2O (25 mL) and extracted with EtOAc (2×50 mL). The organic fractions were combined, washed sequentially with H2O and brine, th... RXN SMILES: [C:1]([CH2:5][C@@H:6]1[C:12](=[O:13])[N:11]([CH3:14])[CH2:10][C:9]2[CH:15]=[C:16]([C:19]([OH:21])=O)[CH:17]=[CH:18][C:8]=2[NH:7]1)([O:3][CH3:4])=[O:2].[CH3:22][N:23]1[C:31]2[C:26](=[CH:27][CH:28]=[CH:29][CH:30]=2)[CH:25]=[C:24]1[CH2:32][NH:33][CH3:34].C1C=CC2N(O)N=NC=2C=1.CCN(C(C)C)C(C)C.C(Cl)CCl>CN(C=O)C.O>[C:1]([CH2:5][C@@H:6]1[C:12](=[O:13])[N:11]([CH3:14])[CH2:10][C:9]2[CH:15]=[C:16]([C:19]([N:33]([CH3:34])[CH2:32][C:24]3[N:23]([CH3:22])[C:31]4[C:26]([CH:25]=3)=[CH:27][CH:28]=[CH:29][CH:30]=4)=[O:21])[CH:17]=[CH:18][C:8]=2[NH:7]1)([O:3][CH3:4])=[O:2]. Starting materials: resultant mixture, C(=O)(Cl)Cl (phosgene), ClC1=C(C=C(C=C1)[N+](=O)[O-])NNC(C(C)(C)C)=O (1-(2-chloro-5-nitrophenyl)-2-(2,2-dimethylpropionyl)hydrazine), C(OC(Cl)(Cl)Cl)(=O)Cl (trichloromethyl chlorocarbonate). Solvent: C1(=CC=CC=C1)C (toluene), C1(=CC=CC=C1)C (toluene). Reaction conditions: time 15 hour. Product: ClC1=C(C=C(C=C1)[N+](=O)[O-])N1C(OC(=N1)C(C)(C)C)=O (3-(2-chloro-5-nitrophenyl)-5-(1,1-dimethylethyl)-1,3,4-oxadiazol-2(3H)-one). Reaction SMILES: [C:1](Cl)(Cl)=[O:2].C(Cl)(=O)OC(Cl)(Cl)Cl.[Cl:13][C:14]1[CH:19]=[CH:18][C:17]([N+:20]([O-:22])=[O:21])=[CH:16][C:15]=1[NH:23][NH:24][C:25](=[O:30])[C:26]([CH3:29])([CH3:28])[CH3:27]>C1(C)C=CC=CC=1>[Cl:13][C:14]1[CH:19]=[CH:18][C:17]([N+:20]([O-:22])=[O:21])=[CH:16][C:15]=1[N:23]1[N:24]=[C:25]([C:26]([CH3:27])([CH3:29])[CH3:28])[O:30][C:1]1=[O:2]. Reported procedure: A toluene solution of phosgene prepared by adding active carbon and toluene (500 ml) to trichloromethyl chlorocarbonate (82.5 g) was added to 1-(2-chloro-5-nitrophenyl)-2-(2,2-dimethylpropionyl)hydrazine (42.23 g), and the resultant mixture was heated under reflux for 2 hours. Active carbon was further added thereto, and heating under reflux was continued for 15 hours. After removal of active carbon by filtration, the filtrate was concentrated. To the concentrated solution, a solution of triethy... The reactants are C1(CC(CCC1)=O)=O (cyclohexan- 1,3-dione), C(=O)C(C(=O)OCC)C (ethyl 2-formyl-propionate). Yields the product CC=1C(OC=2CCCC(C2C1)=O)=O (3-Methyl-5,6,7,8-tetrahydro-cumarin-5-one). As a reaction SMILES: [C:1]1(=[O:8])[CH2:6][CH2:5][CH2:4][C:3](=[O:7])[CH2:2]1.[CH:9]([CH:11]([CH3:17])[C:12](OCC)=O)=[O:10]>>[CH3:17][C:11]1[C:9](=[O:10])[O:7][C:3]2[CH2:4][CH2:5][CH2:6][C:1](=[O:8])[C:2]=2[CH:12]=1. Procedure: Prepared analogously to Example C(a) from cyclohexan- 1,3-dione and ethyl 2-formyl-propionate. The reactants are CCC(C)(C)P(Cl)C(C)(C)CC, CC(=O)[CH-]C(C)=O, Cc1ccccc1, Clc1ccccc1, [Cu+2], [Mg], C1CCOC1, O=S(=O)(O)O. Product: CCC(C)(C)P(c1ccccc1)C(C)(C)CC. Reaction SMILES: [C:1]([CH3:2])([CH3:3])([CH2:4][CH3:5])[P:6]([C:7]([CH3:8])([CH3:9])[CH2:10][CH3:11])[Cl:12].[CH-:32]([C:33](=[O:34])[CH3:35])[C:36](=[O:37])[CH3:38].[CH3:39][c:40]1[cH:41][cH:42][cH:43][cH:44][cH:45]1.[Cl:13][c:14]1[cH:15][cH:16][cH:17][cH:18][cH:19]1.[Cu+2:31].[Mg:20].[O:26]1[CH2:27][CH2:28][CH2:29][CH2:30]1.[S:21](=[O:22])(=[O:23])([OH:24])[OH:25]>>[C:1]([CH3:2])([CH3:3])([CH2:4][CH3:5])[P:6]([C:7]([CH3:8])([CH3:9])[CH2:10][CH3:11])[c:14]1[cH:15][cH:16][cH:17][cH:18][cH:19]1. Starting materials: NC1=C(C=CC=C1)O (2-aminophenol), [H-].[Na+] (sodium hydride), C(C)OC(C(C)(C)Br)=O (2-bromo-2-methylpropionic acid ethyl ester). Reagents/catalysts: [Cl-].C(C)[N+](CC1=CC=CC=C1)(CC)CC (TEBA). Solvent: C1(=CC=CC=C1)C (toluene). Reaction conditions: time 2 hour. Product: CC1(OC2=C(NC1=O)C=CC=C2)C (2,2-Dimethyl-1,4-benzoxazin-3-one). RXN SMILES: [NH2:1][C:2]1[CH:7]=[CH:6][CH:5]=[CH:4][C:3]=1[OH:8].[H-].[Na+].C([O:13][C:14](=O)[C:15](Br)([CH3:17])[CH3:16])C>C1(C)C=CC=CC=1.[Cl-].C([N+](CC)(CC)CC1C=CC=CC=1)C>[CH3:16][C:15]1([CH3:17])[C:14](=[O:13])[NH:1][C:2]2[CH:7]=[CH:6][CH:5]=[CH:4][C:3]=2[O:8]1 |f:1.2,5.6|. Procedure: 3 g of 2-aminophenol is mixed in 23 ml of toluene with 1.8 g of sodium hydride with the addition of 50 mg of TEBA (triethylbenzylammonium chloride), and 4.4 ml of 2-bromo-2-methylpropionic acid ethyl ester is added drop by drop at ice bath temperature. After 2 hours at room temperature, it is poured onto ice water, extracted with ethyl acetate, washed with brine, the organic phase is dried with magnesium sulfate and concentrated by evaporation. After recrystallization from isopropyl ether, 278 m... The reactants are O=C([O-])[O-], CC#N, [K+], [K+], O=Cc1ccc(O)cc1, O=S(=O)(OCCc1ccc(OS(=O)(=O)c2ccccc2)cc1)c1ccccc1. Product: O=Cc1ccc(OCCc2ccc(OS(=O)(=O)c3ccccc3)cc2)cc1. Reaction SMILES: [C:38](=[O:39])([O-:40])[O-:41].[CH3:44][C:45]#[N:46].[K+:42].[K+:43].[OH:29][c:30]1[cH:31][cH:32][c:33]([CH:34]=[O:35])[cH:36][cH:37]1.[c:1]1([S:2](=[O:3])(=[O:4])[O:10][CH2:11][CH2:12][c:13]2[cH:14][cH:15][c:16]([O:19][S:20](=[O:21])(=[O:22])[c:23]3[cH:24][cH:25][cH:26][cH:27][cH:28]3)[cH:17][cH:18]2)[cH:5][cH:6][cH:7][cH:8][cH:9]1>>[O:10]([CH2:11][CH2:12][c:13]1[cH:14][cH:15][c:16]([O:19][S:20](=[O:21])(=[O:22])[c:23]2[cH:24][cH:25][cH:26][cH:27][cH:28]2)[cH:17][cH:18]1)[c:30]1[cH:31][cH:32][c:33]([CH:34]=[O:35])[cH:36][cH:37]1. Starting materials: O (water), CC1(C=2C=CC=CC2C(CC1)(C)C)C (5,6,7,8-tetrahydro-5,5,8,8-tetramethylnaphthalene), [N+](=O)([O-])C1=C(C(=O)Cl)C=CC=C1 (o-nitrobenzoic acid chloride), [Al+3].[Cl-].[Cl-].[Cl-] (AlCl3). Solvent: ClCCl (dichloromethane). Product: CC1(C=2C=CC(=CC2C(CC1)(C)C)C(=O)C1=C(C=CC=C1)[N+](=O)[O-])C ((5,5,8,8-tetramethyl-5,6,7,8-tetrahydro-2-naphthyl) carbonyl-2-nitrobenzene). The yield is 44.0%. As a reaction SMILES: [CH3:1][C:2]1([CH3:14])[CH2:11][CH2:10][C:9]([CH3:13])([CH3:12])[C:8]2[CH:7]=[CH:6][CH:5]=[CH:4][C:3]1=2.[N+:15]([C:18]1[CH:26]=[CH:25][CH:24]=[CH:23][C:19]=1[C:20](Cl)=[O:21])([O-:17])=[O:16].[Al+3].[Cl-].[Cl-].[Cl-].O>ClCCl>[CH3:12][C:9]1([CH3:13])[CH2:10][CH2:11][C:2]([CH3:14])([CH3:1])[C:3]2[CH:4]=[C:5]([C:20]([C:19]3[CH:23]=[CH:24][CH:25]=[CH:26][C:18]=3[N+:15]([O-:17])=[O:16])=[O:21])[CH:6]=[CH:7][C:8]1=2 |f:2.3.4.5|. Procedure details: 5,6,7,8-tetrahydro-5,5,8,8-tetramethylnaphthalene (10.0 g, 53.2 mmol) and o-nitrobenzoic acid chloride (9.4 g, 50.5 mmol) were dissolved in dichloromethane (50 ml), and the mixture was added with AlCl3 (14.3 g) portionwise and then heated under reflux for 1 hour and 30 minutes. The reaction mixture was poured into water and extracted with dichloromethane and dried, and then the solvent was evaporated to give a crude product (21.59 g). This product was purified by silica gel column chromatography... Run at time 15 minute. RXN SMILES: [CH2:1]([C:3]1[CH:17]=[C:6]2[C:7]([C:13](=O)[CH2:14][CH3:15])=[CH:8][CH:9]=[C:10]([CH2:11][CH3:12])[N:5]2[N:4]=1)[CH3:2].C[Si]([N-][Si](C)(C)C)(C)C.[Li+].BrCC(OC(C)(C)C)=O.[Cl-].[NH4+:38].F[C:40](F)(F)[C:41]([OH:43])=O.O.[NH2:47]N>O1CCCC1.ClCCl.C(O)C>[CH2:1]([C:3]1[CH:17]=[C:6]2[C:7]([C:13]3[CH:14]([CH3:15])[CH2:40][C:41](=[O:43])[NH:38][N:47]=3)=[CH:8][CH:9]=[C:10]([CH2:11][CH3:12])[N:5]2[N:4]=1)[CH3:2] |f:1.2,4.5,7.8|. Reported procedure: The compound of Example 350 (1.00 g) was dissolved in tetrahydrofuran (43 mL) in an argon atmosphere. While this solution was chilled in an ice bath, lithium bis(trimethylsilyl) amide (4.77 mL, 1.0 mol/L tetrahydrofuran solution) was added and the mixture was stirred for 15 min while ice-chilled. While the mixture was kept ice-chilled, t-butyl bromoacetate (0.954 mL) was added and the mixture was stirred at room temperature for 1 hour. With the mixture being ice-chilled, a saturated aqueous ammo... Solvent: C(C)O (ethanol), O1CCCC1 (tetrahydrofuran), ClCCl (dichloromethane). The product is C(C)C1=NN2C(C(=CC=C2CC)C=2C(CC(NN2)=O)C)=C1 (6-(2,7-diethyl-pyrazolo[1,5-a]pyridine-4-yl)-5-methyl-4,5-dihydro-3-(2H)-pyridazinone), material. The reactants are BrCC(=O)OC(C)(C)C (t-butyl bromoacetate), [Cl-].[NH4+] (ammonium chloride), C(C)C1=NN2C(C(=CC=C2CC)C(CC)=O)=C1 (2,7-diethyl-4-propionyl-pyrazolo[1,5-a]pyridine), O.NN (hydrazine monohydrate), C[Si](C)(C)[N-][Si](C)(C)C.[Li+] (lithium bis(trimethylsilyl) amide), FC(C(=O)O)(F)F (trifluoroacetic acid). Starting materials: ClC=1C=C(C(=O)N(C)C)C=C(N1)N1CCC(CC1)N1C=NC=C1 (2-chloro-6-[4-(1H-imidazol-1-yl)piperidin-1-yl]-N,N-dimethylisonicotinamide), C([O-])([O-])=O.[K+].[K+] (potassium carbonate), C(C)(C)(CC)O (t-amyl alcohol), C(C)(C)(C)C=1C=CC(=C(N)C1)C (5-tert-butyl-2-methylaniline), C1(CCCCC1)P(C1=C(C=CC=C1)C1=C(C=C(C=C1C(C)C)C(C)C)C(C)C)C1CCCCC1 (2-dicyclohexylphosphino-2′,4′,6′-triisopropyl-1,1′-biphenyl). The reagents and catalysts are C=1C=CC(=CC1)/C=C/C(=O)/C=C/C2=CC=CC=C2.C=1C=CC(=CC1)/C=C/C(=O)/C=C/C2=CC=CC=C2.C=1C=CC(=CC1)/C=C/C(=O)/C=C/C2=CC=CC=C2.[Pd].[Pd] (Pd2(dba)3). Conditions: temperature 100 celsius, time 8 hour. Product: C(C)(C)(C)C=1C=CC(=C(C1)NC=1C=C(C(=O)N(C)C)C=C(N1)N1CCC(CC1)N1C=NC=C1)C (2-[(5-tert-butyl-2-methylphenyl)amino]-6-[4-(1H-imidazol-1-yl)piperidin-1-yl]-N,N-dimethylisonicotinamide). As a reaction SMILES: Cl[C:2]1[CH:3]=[C:4]([CH:10]=[C:11]([N:13]2[CH2:18][CH2:17][CH:16]([N:19]3[CH:23]=[CH:22][N:21]=[CH:20]3)[CH2:15][CH2:14]2)[N:12]=1)[C:5]([N:7]([CH3:9])[CH3:8])=[O:6].[C:24]([C:28]1[CH:29]=[CH:30][C:31]([CH3:35])=[C:32]([CH:34]=1)[NH2:33])([CH3:27])([CH3:26])[CH3:25].C1(P(C2CCCCC2)C2C=CC=CC=2C2C(C(C)C)=CC(C(C)C)=CC=2C(C)C)CCCCC1.C(=O)([O-])[O-].[K+].[K+].C(O)(CC)(C)C>C1C=CC(/C=C/C(/C=C/C2C=CC=CC=2)=O)=CC=1.C1C=CC(/C=C/C(/C=C/C2C=CC=CC=2)=O)=CC=1.C1C=CC(/C=C/C(/C=C/C2C=CC=CC=2)=O)=CC=1.[Pd].[Pd]>[C:24]([C:28]1[CH:29]=[CH:30][C:31]([CH3:35])=[C:32]([NH:33][C:2]2[CH:3]=[C:4]([CH:10]=[C:11]([N:13]3[CH2:18][CH2:17][CH:16]([N:19]4[CH:23]=[CH:22][N:21]=[CH:20]4)[CH2:15][CH2:14]3)[N:12]=2)[C:5]([N:7]([CH3:9])[CH3:8])=[O:6])[CH:34]=1)([CH3:27])([CH3:26])[CH3:25] |f:3.4.5,7.8.9.10.11|. Reported procedure: 2-chloro-6-[4-(1H-imidazol-1-yl)piperidin-1-yl]-N,N-dimethylisonicotinamide (250 mg, 0.749 mmol), 5-tert-butyl-2-methylaniline (132 mg, 0.809 mmol), 2-dicyclohexylphosphino-2′,4′,6′-triisopropyl-1,1′-biphenyl (187 mg, 0.392 mmol), Pd2(dba)3 (70 mg, 0.076 mmol) and potassium carbonate (119 mg, 0.861 mmol) were combined in a vial, sealed, and put under an atmosphere of N2. Degassed t-amyl alcohol (3 ml) was added. The mixture was stirred at 100° C. overnight. Starting materials: CCCCCCSC1(CC)CCCCC1CC, CC(=O)O, [Na+], [OH-], OO. Yields the product CCCCCCS(=O)C1(CC)CCCCC1CC. RXN SMILES: [CH2:1]([CH3:2])[C:3]1([S:11][CH2:12][CH2:13][CH2:14][CH2:15][CH2:16][CH3:17])[CH:4]([CH2:9][CH3:10])[CH2:5][CH2:6][CH2:7][CH2:8]1.[CH3:22][C:23](=[O:24])[OH:25].[Na+:21].[OH-:20].[OH:18][OH:19]>>[CH2:1]([CH3:2])[C:3]1([S:11]([CH2:12][CH2:13][CH2:14][CH2:15][CH2:16][CH3:17])=[O:18])[CH:4]([CH2:9][CH3:10])[CH2:5][CH2:6][CH2:7][CH2:8]1.